From a dataset of the Open Reaction Database (ORD), a public repository of structured organic reaction records. describe an organic reaction: reactants, conditions, products, and yield Reactants: CO, COCOCC(=O)OC, [Na+], [OH-]. Yields the product COCOCC(=O)[O-], [Na+]. Reaction SMILES: [CH3:12][OH:13].[CH3:1][O:2][CH2:3][O:4][CH2:5][C:6](=[O:7])[O:8][CH3:9].[Na+:11].[OH-:10]>>[CH3:1][O:2][CH2:3][O:4][CH2:5][C:6](=[O:7])[O-:8].[Na+:11].